This data is from the Open Reaction Database (ORD), a public repository of structured organic reaction records. The task is: describe an organic reaction: reactants, conditions, products, and yield Reactants: O=C([O-])O, Cc1csc(OC2=C(C(=O)OCc3ccc([N+](=O)[O-])cc3)N3C(=O)CC3S2)c1, [Na+], C1COCCO1, O. Product: Cc1csc(OC2=C(C(=O)[O-])N3C(=O)CC3S2)c1, [Na+]. Reaction SMILES: [C:29](=[O:30])([OH:31])[O-:32].[CH3:1][c:2]1[cH:3][c:4]([O:7][C:8]2=[C:9]([C:16](=[O:17])[O:18][CH2:19][c:20]3[cH:21][cH:22][c:23]([N+:24]([O-:25])=[O:26])[cH:27][cH:28]3)[N:10]3[C:11](=[O:15])[CH2:12][CH:13]3[S:14]2)[s:5][cH:6]1.[Na+:33].[O:34]1[CH2:35][CH2:36][O:37][CH2:38][CH2:39]1.[OH2:40]>>[CH3:1][c:2]1[cH:3][c:4]([O:7][C:8]2=[C:9]([C:16](=[O:17])[O-:18])[N:10]3[C:11](=[O:15])[CH2:12][CH:13]3[S:14]2)[s:5][cH:6]1.[Na+:33]. The reactants are [BH3-]C#N, [CH3], CO, CO, O=C(NCC=NO)c1cccc(Cl)c1Cl, Cl, [Na+]. Yields the product O=CN(O)CCNC(=O)c1cccc(Cl)c1Cl. Reaction SMILES: [C:20]([BH3-:21])#[N:22].[CH3:16].[CH3:17][OH:18].[CH3:24][OH:25].[Cl:1][c:2]1[c:3]([C:4](=[O:5])[NH:6][CH2:7][CH:8]=[N:9][OH:10])[cH:11][cH:12][cH:13][c:14]1[Cl:15].[ClH:19].[Na+:23]>>[Cl:1][c:2]1[c:3]([C:4](=[O:5])[NH:6][CH2:7][CH2:8][N:9]([OH:10])[CH:17]=[O:18])[cH:11][cH:12][cH:13][c:14]1[Cl:15]. The reactants are C1CCOC1, [Li]CCCC, COC=O, Fc1ccc(Cl)cc1Cl. Product: O=Cc1c(Cl)ccc(F)c1Cl. RXN SMILES: [CH2:19]1[O:20][CH2:21][CH2:22][CH2:23]1.[CH3:10][CH2:11][CH2:12][CH2:13][Li:14].[CH:15](=[O:16])[O:17][CH3:18].[Cl:1][c:2]1[c:3]([F:9])[cH:4][cH:5][c:6]([Cl:8])[cH:7]1>>[Cl:1][c:2]1[c:3]([F:9])[cH:4][cH:5][c:6]([Cl:8])[c:7]1[CH:15]=[O:16]. Reactants: O=C(CCOCc1ccccc1)Nc1ccc2[nH]ncc2c1, CO. The product is O=C(CCO)Nc1ccc2[nH]ncc2c1. RXN SMILES: [CH2:1]([c:2]1[cH:3][cH:4][cH:5][cH:6][cH:7]1)[O:8][CH2:9][CH2:10][C:11](=[O:12])[NH:13][c:14]1[cH:15][c:16]2[cH:17][n:18][nH:19][c:20]2[cH:21][cH:22]1.[CH3:23][OH:24]>>[OH:8][CH2:9][CH2:10][C:11](=[O:12])[NH:13][c:14]1[cH:15][c:16]2[cH:17][n:18][nH:19][c:20]2[cH:21][cH:22]1.